From a dataset of the Open Reaction Database (ORD), a public repository of structured organic reaction records. describe an organic reaction: reactants, conditions, products, and yield Starting materials: OCCCO, CCN(C(C)C)C(C)C, [Cl-], Clc1cc(N2CCOCC2)[o+]c2c(-c3ccccc3)cccc12. Yields the product [Cl-], OCCCOc1cc(N2CCOCC2)[o+]c2c(-c3ccccc3)cccc12. RXN SMILES: [CH2:25]([CH2:26][CH2:27][OH:28])[OH:29].[CH:30]([N:31]([CH2:32][CH3:33])[CH:34]([CH3:35])[CH3:36])([CH3:37])[CH3:38].[Cl-:1].[Cl:2][c:3]1[cH:4][c:5]([N:19]2[CH2:20][CH2:21][O:22][CH2:23][CH2:24]2)[o+:6][c:7]2[c:8](-[c:13]3[cH:14][cH:15][cH:16][cH:17][cH:18]3)[cH:9][cH:10][cH:11][c:12]12>>[Cl-:2].[c:3]1([O:29][CH2:25][CH2:26][CH2:27][OH:28])[cH:4][c:5]([N:19]2[CH2:20][CH2:21][O:22][CH2:23][CH2:24]2)[o+:6][c:7]2[c:8](-[c:13]3[cH:14][cH:15][cH:16][cH:17][cH:18]3)[cH:9][cH:10][cH:11][c:12]12. Reactants: NC=1C(=C(C2=C(CC(O2)(C)CN2CCC(CC2)NC(C2=CC=CC=C2)C2=CC=CC=C2)C1C)C)C (1-[(5-Amino-2,3-dihydro-2,4,6,7-tetramethylbenzofuran-2-yl)methyl]-N-(diphenylmethyl)-4-piperidinamine). Run in CCCCCC.CC(C)O (hexane 2-propanol). The product is NC=1C(=C(C2=C(C[C@@](O2)(C)CN2CCC(CC2)NC(C2=CC=CC=C2)C2=CC=CC=C2)C1C)C)C ((S)-1-[(5-Amino-2,3-dihydro-2,4,6,7-tetramethylbenzofuran-2-yl)methyl]-N-(diphenylmethyl)-4-piperidinamine). RXN SMILES: [NH2:1][C:2]1[C:3]([CH3:35])=[C:4]([CH3:34])[C:5]2[O:9][C:8]([CH2:11][N:12]3[CH2:17][CH2:16][CH:15]([NH:18][CH:19]([C:26]4[CH:31]=[CH:30][CH:29]=[CH:28][CH:27]=4)[C:20]4[CH:25]=[CH:24][CH:23]=[CH:22][CH:21]=4)[CH2:14][CH2:13]3)([CH3:10])[CH2:7][C:6]=2[C:32]=1[CH3:33]>CCCCCC.CC(O)C>[NH2:1][C:2]1[C:3]([CH3:35])=[C:4]([CH3:34])[C:5]2[O:9][C@@:8]([CH2:11][N:12]3[CH2:17][CH2:16][CH:15]([NH:18][CH:19]([C:20]4[CH:25]=[CH:24][CH:23]=[CH:22][CH:21]=4)[C:26]4[CH:27]=[CH:28][CH:29]=[CH:30][CH:31]=4)[CH2:14][CH2:13]3)([CH3:10])[CH2:7][C:6]=2[C:32]=1[CH3:33] |f:1.2|. Procedure details: 1-[(5-Amino-2,3-dihydro-2,4,6,7-tetramethylbenzofuran-2-yl)methyl]-N-(diphenylmethyl)-4-piperidinamine was subjected to preparative high-performance liquid chromatography (column: CHIRALCEL OD (20×250 mm, Daicel Chemical Industry, Ltd.), mobile phase: hexane-2-propanol=95:5); flow rate: 80 mL/min., column temperature: 30° C.) to provide the title compound. Reactants: CC(=O)C1=CC=C(C=C1)NC(=O)C (4-Acetamidoacetophenone), BrBr (bromine), NC=1SCCN1 (2-amino-4,5-dihydrothiazole). Solvent: C(Cl)Cl (methylene chloride), O (water). Reaction conditions: time 8 hour. The product is C(C)(=O)NC1=CC=C(C=C1)C=1N=C2SCCN2C1 (6-(4-acetamidophenyl)-2,3-dihydroimidazo[2,1-b]thiazole). Reaction SMILES: [CH3:1][C:2]([C:4]1[CH:9]=[CH:8][C:7]([NH:10][C:11]([CH3:13])=[O:12])=[CH:6][CH:5]=1)=O.BrBr.[NH2:16][C:17]1[S:18][CH2:19][CH2:20][N:21]=1>C(Cl)Cl.O>[C:11]([NH:10][C:7]1[CH:8]=[CH:9][C:4]([C:2]2[N:16]=[C:17]3[N:21]([CH:1]=2)[CH2:20][CH2:19][S:18]3)=[CH:5][CH:6]=1)(=[O:12])[CH3:13]. Procedure: 4-Acetamidoacetophenone (44 g, 0.25 mole) was suspended in 500 ml methylene chloride and treated with bromine (44 g, 0.275 mole). The reaction mixture was stirred overnight, then evaporated in vacuo. The residue was suspended in 200 ml of absolute EtOH and treated with 2-amino-4,5-dihydrothiazole (60 g, 0.59 mole). The reaction was stirred for 2 days, then taken up in water and extracted with methylene chloride. The organic phase was washed with water and then brine, and then dried over sodium s... Reactants: CCOCCO, COc1cc2c(Cl)c(C#N)cnc2cc1OCCCCl, Cn1ccnc1Sc1ccc(N)cc1Cl, Cl, c1ccncc1. Product: COc1cc2c(Nc3ccc(Sc4nccn4C)c(Cl)c3)c(C#N)cnc2cc1OCCCCl. As a reaction SMILES: [CH3:43][CH2:44][O:45][CH2:46][CH2:47][OH:48].[Cl:1][c:2]1[c:3]([C:19]#[N:20])[cH:4][n:5][c:6]2[cH:7][c:8]([O:14][CH2:15][CH2:16][CH2:17][Cl:18])[c:9]([O:12][CH3:13])[cH:10][c:11]12.[Cl:21][c:22]1[cH:23][c:24]([NH2:35])[cH:25][cH:26][c:27]1[S:28][c:29]1[n:30]([CH3:34])[cH:31][cH:32][n:33]1.[ClH:36].[n:37]1[cH:38][cH:39][cH:40][cH:41][cH:42]1>>[c:2]1([NH:35][c:24]2[cH:23][c:22]([Cl:21])[c:27]([S:28][c:29]3[n:30]([CH3:34])[cH:31][cH:32][n:33]3)[cH:26][cH:25]2)[c:3]([C:19]#[N:20])[cH:4][n:5][c:6]2[cH:7][c:8]([O:14][CH2:15][CH2:16][CH2:17][Cl:18])[c:9]([O:12][CH3:13])[cH:10][c:11]12.